This data is from the Open Reaction Database (ORD), a public repository of structured organic reaction records. The task is: describe an organic reaction: reactants, conditions, products, and yield Reactants: C(C)(C)(C)OC(=O)N1CCC2CN(CCC21)CC2=CC=CC=C2 (5-benzyl-octahydro-pyrrolo[3,2-c]pyridine-1-carboxylic acid tert-butyl ester). Reagents/catalysts: [OH-].[OH-].[Pd+2] (palladium hydroxide on carbon). Solvent: IMS. Conditions: time 10 hour. The product is C(C)(C)(C)OC(=O)N1CCC2CNCCC21 (Octahydro-pyrrolo[3,2-c]pyridine-1-carboxylic acid tert-butyl ester). Yield: 98.8%. Reaction SMILES: [C:1]([O:5][C:6]([N:8]1[CH:16]2[CH:11]([CH2:12][N:13](CC3C=CC=CC=3)[CH2:14][CH2:15]2)[CH2:10][CH2:9]1)=[O:7])([CH3:4])([CH3:3])[CH3:2]>[OH-].[OH-].[Pd+2]>[C:1]([O:5][C:6]([N:8]1[CH:16]2[CH:11]([CH2:12][NH:13][CH2:14][CH2:15]2)[CH2:10][CH2:9]1)=[O:7])([CH3:4])([CH3:2])[CH3:3] |f:1.2.3|. Procedure details: To a solution of (5-benzyl-octahydro-pyrrolo[3,2-c]pyridine-1-carboxylic acid tert-butyl ester (777 mg, 2.46 mmol) in IMS (20 mL) was added palladium hydroxide on carbon (5%, 50 mg) and the mixture stirred under a hydrogen atmosphere at RT for 10 h. The reaction mixture was filtered through Celite and the filtrate concentrated in vacuo to give the title compound as a straw coloured oil (550 mg, 99%). Product: COC1=CC=C(COC=2C=C(C(=O)N(N)C)C=CC2OCC2=CC=C(C=C2)OC)C=C1 (N-[3,4-bis(4-Methoxybenzyloxy)benzoyl]-N-methylhydrazine). Run at temperature -40 celsius. As a reaction SMILES: [CH3:1][O:2][C:3]1[CH:29]=[CH:28][C:6]([CH2:7][O:8][C:9]2[CH:10]=[C:11]([CH:15]=[CH:16][C:17]=2[O:18][CH2:19][C:20]2[CH:25]=[CH:24][C:23]([O:26][CH3:27])=[CH:22][CH:21]=2)[C:12](O)=[O:13])=[CH:5][CH:4]=1.C(N(CC)C(C)C)(C)C.CS(Cl)(=O)=O.[CH3:44][NH:45][NH2:46]>ClCCl>[CH3:1][O:2][C:3]1[CH:29]=[CH:28][C:6]([CH2:7][O:8][C:9]2[CH:10]=[C:11]([CH:15]=[CH:16][C:17]=2[O:18][CH2:19][C:20]2[CH:25]=[CH:24][C:23]([O:26][CH3:27])=[CH:22][CH:21]=2)[C:12]([N:45]([CH3:44])[NH2:46])=[O:13])=[CH:5][CH:4]=1. Procedure details: 3,4-bis-(4-Methoxybenzyloxy)benzoic acid (0.792 g, 2.0 mmol) was dissolved in dichloromethane (20 ml) and treated with N,N-diisopropylethylamine (0.35 ml, 2.0 mmol). The solution was cooled to -40° C. and treated with methanesulphonyl chloride (0.15 ml, 2.0 mmol). The mixture was allowed to warm to room temperature for 10 minutes and then re-cooled to -40° C. and added to a solution of methylhydrazine (0.215 ml, 4 mmol) in dichloromethane (10 ml) at -40° C. The mixture was allowed to warm to roo... The reactants are CNN (methylhydrazine), COC1=CC=C(COC=2C=C(C(=O)O)C=CC2OCC2=CC=C(C=C2)OC)C=C1 (3,4-bis-(4-Methoxybenzyloxy)benzoic acid), CS(=O)(=O)Cl (methanesulphonyl chloride), C(C)(C)N(C(C)C)CC (N,N-diisopropylethylamine). Isolated yield 97.4%. The solvent is ClCCl (dichloromethane), ClCCl (dichloromethane). Starting materials: COC(=O)C=1N=C(C2=CC(=CC=C2C1)OS(=O)(=O)C(F)(F)F)CC1CCCC1 (1-cyclopentylmethyl-7-trifluoromethanesulfonyloxy-isoquinoline-3-carboxylic acid methyl ester), C(C)(=O)[O-].[K+] (potassium acetate), C=1C=CC(=CC1)P(CCCP(C=2C=CC=CC2)C=3C=CC=CC3)C=4C=CC=CC4 (dppp). The reagents and catalysts are C1=CC=C(C=C1)P([C-]2C=CC=C2)C3=CC=CC=C3.C1=CC=C(C=C1)P([C-]2C=CC=C2)C3=CC=CC=C3.[Fe+2] (dppf), CC(=O)[O-].CC(=O)[O-].[Pd+2] (Pd(OAc)2). The solvent is CS(=O)C (DMSO). Run at temperature 75 celsius. Product: COC(=O)C=1N=C(C2=CC(=CC=C2C1)C(=O)O)CC1CCCC1 (1-cyclopentylmethyl-isoquinoline-3,7-dicarboxylic acid 3-methyl ester). Isolated yield 33.8%. RXN SMILES: [CH3:1][O:2][C:3]([C:5]1[N:6]=[C:7]([CH2:23][CH:24]2[CH2:28][CH2:27][CH2:26][CH2:25]2)[C:8]2[C:13]([CH:14]=1)=[CH:12][CH:11]=[C:10](OS(C(F)(F)F)(=O)=O)[CH:9]=2)=[O:4].[C:29]([O-:32])(=[O:31])C.[K+].C1C=CC(P(C2C=CC=CC=2)CCCP(C2C=CC=CC=2)C2C=CC=CC=2)=CC=1>CS(C)=O.C1C=CC(P(C2C=CC=CC=2)[C-]2C=CC=C2)=CC=1.C1C=CC(P(C2C=CC=CC=2)[C-]2C=CC=C2)=CC=1.[Fe+2].CC([O-])=O.CC([O-])=O.[Pd+2]>[CH3:1][O:2][C:3]([C:5]1[N:6]=[C:7]([CH2:23][CH:24]2[CH2:28][CH2:27][CH2:26][CH2:25]2)[C:8]2[C:13]([CH:14]=1)=[CH:12][CH:11]=[C:10]([C:29]([OH:32])=[O:31])[CH:9]=2)=[O:4] |f:1.2,5.6.7,8.9.10|. Reported procedure: To a solution of 1-cyclopentylmethyl-7-trifluoromethanesulfonyloxy-isoquinoline-3-carboxylic acid methyl ester (0.150 g, 0.359 mmol) in DMSO (7.0 mL) was added potassium acetate (0.317 g, 3.23 mmol), dppf(0.140 mmol), dppp (50 mg), and Pd(OAc)2 (20 mg). The reaction mixture was degassed under vacuum for 5 min and then CO gas was purged through the reaction mixture for 10 min. The reaction mixture was then heated at 75° C. overnight under an atmosphere of CO gas. The reaction mixture was diluted ...